This data is from the Open Reaction Database (ORD), a public repository of structured organic reaction records. The task is: describe an organic reaction: reactants, conditions, products, and yield Starting materials: [C-]#N.[Na+] (sodium cyanide), CS(=O)(=O)OC[C@@H]1CC=2N(C3=CC=CC=C3C2)CC1 ((6,7,8,9-tetrahydropyrido[1,2-a]indol-8(S)-yl)methyl methanesulfonate). Solvent: CN(C=O)C (dimethylformamide), C(C)(=O)OCC (ethyl acetate). Conditions: temperature 70 celsius. Product: C1=C2C=C3N(C2=CC=C1)CC[C@@H](C3)CC#N (6,7,8,9-tetrahydropyrido[1,2-a]indole-8(S)-acetonitrile). The yield is 52.7%. Reaction SMILES: [C-:1]#[N:2].[Na+].CS(O[CH2:9][C@H:10]1[CH2:22][CH2:21][N:13]2[C:14]3[C:19]([CH:20]=[C:12]2[CH2:11]1)=[CH:18][CH:17]=[CH:16][CH:15]=3)(=O)=O>CN(C)C=O.C(OCC)(=O)C>[CH:18]1[CH:17]=[CH:16][CH:15]=[C:14]2[C:19]=1[CH:20]=[C:12]1[CH2:11][C@@H:10]([CH2:9][C:1]#[N:2])[CH2:22][CH2:21][N:13]12 |f:0.1|. Reported procedure: 18.0 g (367 mmol) of sodium cyanide were added to a solution of 65.0 g (233 mmol) of (6,7,8,9-tetrahydropyrido[1,2-a]indol-8(S)-yl)methyl methanesulfonate in 500 ml of dimethylformamide and the mixture was heated at 70° C. for 24 hours. The mixture was partitioned between 1000 ml of water and 600 ml of ethyl acetate. The aqueous phase was extracted twice with 700 ml of ethyl acetate each time and the combined extracts were washed in twice with 500 ml of water each time, dried over magnesium sulf... Reactants: ClC=1C=C(OC[C@@H]2CN(C(O2)=O)[C@@H](CO)C)C=CC1 (2(R)-[5(S)-(3-chlorophenoxymethyl)-2-oxooxazolidin-3-yl]propanol), N(=NC(=O)N1CCCCC1)C(=O)N1CCCCC1 (azodicarbonyldipiperidine), OC1=CC=C(CC2C(N(C(S2)=O)C(C2=CC=CC=C2)(C2=CC=CC=C2)C2=CC=CC=C2)=O)C=C1 (5-(4-hydroxybenzyl)-3-triphenylmethylthiazolidine-2,4-dione), C(CCC)P(CCCC)CCCC (tributylphosphine). Run in C1=CC=CC=C1 (benzene). Yields the product ClC=1C=C(OC[C@@H]2CN(C(O2)=O)[C@@H](COC2=CC=C(CC3C(N(C(S3)=O)C(C3=CC=CC=C3)(C3=CC=CC=C3)C3=CC=CC=C3)=O)C=C2)C)C=CC1 (5-{4-[2(R)-(5(S)-(3-Chlorophenoxymethyl)-2-oxooxazolidin -3-yl)propoxy]benzyl}-3-triphenylmethylthiazolidine-2,4-dione). Yield: 76.4%. Reaction SMILES: [Cl:1][C:2]1[CH:3]=[C:4]([CH:17]=[CH:18][CH:19]=1)[O:5][CH2:6][C@H:7]1[O:11][C:10](=[O:12])[N:9]([C@H:13]([CH3:16])[CH2:14][OH:15])[CH2:8]1.O[C:21]1[CH:53]=[CH:52][C:24]([CH2:25][CH:26]2[S:30][C:29](=[O:31])[N:28]([C:32]([C:45]3[CH:50]=[CH:49][CH:48]=[CH:47][CH:46]=3)([C:39]3[CH:44]=[CH:43][CH:42]=[CH:41][CH:40]=3)[C:33]3[CH:38]=[CH:37][CH:36]=[CH:35][CH:34]=3)[C:27]2=[O:51])=[CH:23][CH:22]=1.C(P(CCCC)CCCC)CCC.N(C(N1CCCCC1)=O)=NC(N1CCCCC1)=O>C1C=CC=CC=1>[Cl:1][C:2]1[CH:3]=[C:4]([CH:17]=[CH:18][CH:19]=1)[O:5][CH2:6][C@H:7]1[O:11][C:10](=[O:12])[N:9]([C@H:13]([CH3:16])[CH2:14][O:15][C:21]2[CH:53]=[CH:52][C:24]([CH2:25][CH:26]3[S:30][C:29](=[O:31])[N:28]([C:32]([C:45]4[CH:50]=[CH:49][CH:48]=[CH:47][CH:46]=4)([C:39]4[CH:40]=[CH:41][CH:42]=[CH:43][CH:44]=4)[C:33]4[CH:38]=[CH:37][CH:36]=[CH:35][CH:34]=4)[C:27]3=[O:51])=[CH:23][CH:22]=2)[CH2:8]1. Procedure details: A procedure similar to that described in Preparation 6 was repeated, except that 0.52 g of 2(R)-[5(S)-(3-chlorophenoxymethyl)-2-oxooxazolidin-3-yl]propanol (prepared as described in Preparation 28), 1.01 g of 5-(4-hydroxybenzyl)-3-triphenylmethylthiazolidine-2,4-dione, 0.44 g of tributylphosphine, 0.55 g of azodicarbonyldipiperidine and 30 ml of anhydrous benzene were used, to give 1.02 g of the title compound having an Rf value of 0.26 (on silica gel thin layer chromatography, using a 1:1 by vo... Starting materials: C(C)(=O)O[C@H]1[C@H](OC=2C=NC(=CC2)Br)SC[C@H]([C@@H]1OC(C)=O)OC(C)=O (6-bromo-3-pyridinyl 2,3,4-tri-O-acetyl-5-thio-β-D-xylopyranoside), IV, COC1=NC=C(C=N1)B(O)O (2-methoxy-5-pyrimidineboronic acid). The product is C(C)(=O)O[C@H]1[C@H](OC=2C=NC(=CC2)C=2C=NC(=NC2)OC)SC[C@H]([C@@H]1OC(C)=O)OC(C)=O (6-(2-Methoxy-5-pyrimidinyl)-3-pyridinyl 2,3,4-tri-O-acetyl-5-thio-β-D-xylo-pyranoside). RXN SMILES: [C:1]([O:4][C@@H:5]1[C@@H:18]([O:19][C:20](=[O:22])[CH3:21])[C@H:17]([O:23][C:24](=[O:26])[CH3:25])[CH2:16][S:15][C@H:6]1[O:7][C:8]1[CH:9]=[N:10][C:11](Br)=[CH:12][CH:13]=1)(=[O:3])[CH3:2].[CH3:27][O:28][C:29]1[N:34]=[CH:33][C:32](B(O)O)=[CH:31][N:30]=1>>[C:1]([O:4][C@@H:5]1[C@@H:18]([O:19][C:20](=[O:22])[CH3:21])[C@H:17]([O:23][C:24](=[O:26])[CH3:25])[CH2:16][S:15][C@H:6]1[O:7][C:8]1[CH:9]=[N:10][C:11]([C:32]2[CH:31]=[N:30][C:29]([O:28][CH3:27])=[N:34][CH:33]=2)=[CH:12][CH:13]=1)(=[O:3])[CH3:2]. Reported procedure: By carrying out the operation analogously to example 213, starting from 6-bromo-3-pyridinyl 2,3,4-tri-O-acetyl-5-thio-β-D-xylopyranoside, obtained according to preparation IV, and 2-methoxy-5-pyrimidineboronic acid, the desired product is obtained and is used directly in the deacetylation stage. Reactants: CN1N=CC=C1CO ((1-methyl-1H-pyrazol-5-yl)methanol), ClC1=NC=C(C=C1)C(F)(F)F (2-chloro-5-(trifluoromethyl)pyridine), C([O-])([O-])=O.[Cs+].[Cs+] (cesium carbonate), C(C)(C)(C)P(C1=C(C2=CC=CC=C2C=C1)C1=CC=CC2=CC=CC=C12)C(C)(C)C (rac-2-(di-t-butylphosphino)-1,1′-binaphthyl). Reagents/catalysts: C(C)(=O)[O-].[Pd+2].C(C)(=O)[O-] (palladium(II) acetate). The solvent is C(C)OCC (diethyl ether), C1(=CC=CC=C1)C (toluene). Run at temperature 100 celsius, time 2.5 hour. Yields the product CN1N=CC=C1COC1=NC=C(C=C1)C(F)(F)F (2-[(1-Methyl-1H-pyrazol-5-yl)methoxy]-5-(trifluoromethyl)pyridine). The yield is 67.6%. Reaction SMILES: [CH3:1][N:2]1[C:6]([CH2:7][OH:8])=[CH:5][CH:4]=[N:3]1.Cl[C:10]1[CH:15]=[CH:14][C:13]([C:16]([F:19])([F:18])[F:17])=[CH:12][N:11]=1.C(=O)([O-])[O-].[Cs+].[Cs+].C(P(C(C)(C)C)C1C=CC2C(=CC=CC=2)C=1C1C2C(=CC=CC=2)C=CC=1)(C)(C)C>C(OCC)C.C([O-])(=O)C.[Pd+2].C([O-])(=O)C.C1(C)C=CC=CC=1>[CH3:1][N:2]1[C:6]([CH2:7][O:8][C:10]2[CH:15]=[CH:14][C:13]([C:16]([F:19])([F:18])[F:17])=[CH:12][N:11]=2)=[CH:5][CH:4]=[N:3]1 |f:2.3.4,7.8.9|. Procedure details: Under a nitrogen atmosphere, a mixture of (1-methyl-1H-pyrazol-5-yl)methanol (200 mg), 2-chloro-5-(trifluoromethyl)pyridine (389 mg), palladium(II) acetate (40 mg), cesium carbonate (870 mg), rac-2-(di-t-butylphosphino)-1,1′-binaphthyl (71 mg) and toluene (9.0 mL) was stirred at 100° C. for 2.5 hours. Thereafter, the reaction solution was diluted with diethyl ether, and was then filtrated with Celite. The filtrate was concentrated under a reduced pressure. The residue was purified by column chro... The reactants are N[C@H](CCSC)C(=O)O (D-methionine), ClC(=O)OCC=C (allyl chloroformate). Run in [OH-].[Na+] (sodium hydroxide), [OH-].[Na+] (sodium hydroxide). Run at time 1 hour. Yields the product C(C=C)OC(=O)N[C@H](CCSC)C(=O)O (N-allyloxycarbonyl-D-methionine). As a reaction SMILES: [NH2:1][C@@H:2]([C:7]([OH:9])=[O:8])[CH2:3][CH2:4][S:5][CH3:6].Cl[C:11]([O:13][CH2:14][CH:15]=[CH2:16])=[O:12]>[OH-].[Na+]>[CH2:14]([O:13][C:11]([NH:1][C@@H:2]([C:7]([OH:9])=[O:8])[CH2:3][CH2:4][S:5][CH3:6])=[O:12])[CH:15]=[CH2:16] |f:2.3|. Procedure: To a solution of 15.00 g D-methionine in 25.2 ml 4N sodium hydroxide cooled to about 0° C. is added, with stirring, 15.60 ml allyl chloroformate and 41.49 ml 4N sodium hydroxide. After the addition is completed, the reaction is stirred for an additional ten minutes at 0° C. and then allowed to warm to room temperature for an additional 20 minutes. The reaction mixture is then washed twice with ethyl ether. The aqueous layers are separated, acidified to pH2 with concentrated hydrochloric acid and... Run in CN(C=O)C (N,N-dimethylformamide). Conditions: temperature 110 celsius, time 8 hour. Reactants: ice water, C(C)(C)(C)C=1N=C(SC1)C=1OC2=C(C1)C=C(C=C2)OCC2=C(C=CC=C2)CC#N (4-tert-butyl-2-[5-(2-cyanomethylphenylmethoxy)benzofuran-2-yl]thiazole), [N-]=[N+]=[N-].[Na+] (sodium azide), [Cl-].[NH4+] (ammonium chloride). Procedure details: A mixture of 4-tert-butyl-2-[5-(2-cyanomethylphenylmethoxy)benzofuran-2-yl]thiazole (0.40 g), sodium azide (0.58 g) and ammonium chloride (0.66 g) in N,N-dimethylformamide (4 ml) was stirred at 110° C. for 8 hours. After being cooled, the mixture was poured into ice-water and extracted with ethyl acetate. The organic layer was washed with brine, dried over magnesium sulfate and concentrated in reduced pressure to give a syrup. The syrup was subjected to column chromatography on silica gel and el... Reaction SMILES: [C:1]([C:5]1[N:6]=[C:7]([C:10]2[O:11][C:12]3[CH:18]=[CH:17][C:16]([O:19][CH2:20][C:21]4[CH:26]=[CH:25][CH:24]=[CH:23][C:22]=4[CH2:27][C:28]#[N:29])=[CH:15][C:13]=3[CH:14]=2)[S:8][CH:9]=1)([CH3:4])([CH3:3])[CH3:2].[N-:30]=[N+:31]=[N-:32].[Na+].[Cl-].[NH4+]>CN(C)C=O>[C:1]([C:5]1[N:6]=[C:7]([C:10]2[O:11][C:12]3[CH:18]=[CH:17][C:16]([O:19][CH2:20][C:21]4[CH:26]=[CH:25][CH:24]=[CH:23][C:22]=4[CH2:27][C:28]4[NH:32][N:31]=[N:30][N:29]=4)=[CH:15][C:13]=3[CH:14]=2)[S:8][CH:9]=1)([CH3:4])([CH3:2])[CH3:3] |f:1.2,3.4|. The product is C(C)(C)(C)C=1N=C(SC1)C=1OC2=C(C1)C=C(C=C2)OCC2=C(C=CC=C2)CC2=NN=NN2 (5-{2-(2-(4-tert-butylthiazol-2-yl)benzofuran-5-yloxymethyl]phenylmethyl}-1H-tetrazole). Isolated yield 47.4%. Starting materials: CO, COc1c(Cl)cnc2[nH]c(-c3ccc([N+](=O)[O-])cc3)nc12. Product: COc1c(Cl)cnc2[nH]c(-c3ccc(N)cc3)nc12. Reaction SMILES: [CH3:22][OH:23].[Cl:1][c:2]1[c:3]([O:20][CH3:21])[c:4]2[c:5]([n:6][cH:7]1)[nH:8][c:9](-[c:11]1[cH:12][cH:13][c:14]([N+:17]([O-:18])=[O:19])[cH:15][cH:16]1)[n:10]2>>[Cl:1][c:2]1[c:3]([O:20][CH3:21])[c:4]2[c:5]([n:6][cH:7]1)[nH:8][c:9](-[c:11]1[cH:12][cH:13][c:14]([NH2:17])[cH:15][cH:16]1)[n:10]2.